This data is from the Open Reaction Database (ORD), a public repository of structured organic reaction records. The task is: describe an organic reaction: reactants, conditions, products, and yield The reactants are BrCCCO (3-Bromopropan-1-ol), C([O-])([O-])=O.[K+].[K+] (potassium carbonate), OC(=O)C(F)(F)F.OC(=O)C(F)(F)F.FCCN1CCNCC1 (1-(2-fluoroethyl)-piperazine diTFA salt). Reaction conditions: temperature 85 celsius, time 4 hour. The product is FCCN1CCN(CC1)CCCO (3-[4-(2-fluoroethyl)piperazin-1-yl]propan-1-ol). Reported procedure: 3-Bromopropan-1-ol (581 mg, 4.18 mmol) and potassium carbonate (2.88 g, 20.9 mmol) were added to a solution of 1-(2-fluoroethyl)-piperazine diTFA salt (1.5 g, 4.18 mmol) in acetonitrile (11 ml). The reaction mixture was stirred at 85° C. for 4 hours and then loaded directly onto a column and eluted with a mixture of methanol in methylene chloride (7/93) to give 3-[4-(2-fluoroethyl)piperazin-1-yl]propan-1-ol (721 mg, 91%). As a reaction SMILES: Br[CH2:2][CH2:3][CH2:4][OH:5].C(=O)([O-])[O-].[K+].[K+].OC(C(F)(F)F)=O.OC(C(F)(F)F)=O.[F:26][CH2:27][CH2:28][N:29]1[CH2:34][CH2:33][NH:32][CH2:31][CH2:30]1>C(#N)C>[F:26][CH2:27][CH2:28][N:29]1[CH2:34][CH2:33][N:32]([CH2:2][CH2:3][CH2:4][OH:5])[CH2:31][CH2:30]1 |f:1.2.3,4.5.6|. Solvent: C(C)#N (acetonitrile). Isolated yield 90.7%. Starting materials: ClC1C(CCCC1)=O (2-chlorocyclohexanone), NC(=S)N (thiourea), Cl (hydrochloric acid). Solvent: O (water). The product is NC=1SC2=C(N1)CCCC2 (2-Amino-4,5,6,7-tetrahydrobenzothiazole). Isolated yield 81.7%. RXN SMILES: Cl[CH:2]1[CH2:7][CH2:6][CH2:5][CH2:4][C:3]1=O.[NH2:9][C:10]([NH2:12])=[S:11].Cl>O>[NH2:12][C:10]1[S:11][C:2]2[CH2:7][CH2:6][CH2:5][CH2:4][C:3]=2[N:9]=1. Procedure details: 2-chlorocyclohexanone (6.63 grams; 0.05 mol) and thiourea (3.81 grams; 0.05 mol) were charged into a glass reaction vessel and heated overnight on a steam bath. The product was poured in water (100 ml.) and was acidified with hydrochloric acid. The unreacted ketone was extracted from the reaction mixture by using ethanol (25 ml.) five times and the aqueous portion withdrawn and adjusted to a pH of 9 with aqueous sodium hydroxide. The product was then extracted with ethanol, dried over anhydrous ... Starting materials: ClCCl, COc1cc(-c2cn(C3CCCC3)c3ncnc(N)c23)ccc1N, O=S(=O)(Cl)Cc1ccccc1, c1ccncc1. Yields the product COc1cc(-c2cn(C3CCCC3)c3ncnc(N)c23)ccc1NS(=O)(=O)Cc1ccccc1. RXN SMILES: [Cl:42][CH2:43][Cl:44].[NH2:1][c:2]1[c:3]([O:23][CH3:24])[cH:4][c:5](-[c:8]2[cH:9][n:10]([CH:18]3[CH2:19][CH2:20][CH2:21][CH2:22]3)[c:11]3[n:12][cH:13][n:14][c:15]([NH2:17])[c:16]23)[cH:6][cH:7]1.[c:31]1([CH2:37][S:38](=[O:39])(=[O:40])[Cl:41])[cH:32][cH:33][cH:34][cH:35][cH:36]1.[cH:25]1[cH:26][cH:27][n:28][cH:29][cH:30]1>>[NH:1]([c:2]1[c:3]([O:23][CH3:24])[cH:4][c:5](-[c:8]2[cH:9][n:10]([CH:18]3[CH2:19][CH2:20][CH2:21][CH2:22]3)[c:11]3[n:12][cH:13][n:14][c:15]([NH2:17])[c:16]23)[cH:6][cH:7]1)[S:38]([CH2:37][c:31]1[cH:32][cH:33][cH:34][cH:35][cH:36]1)(=[O:39])=[O:40]. The yield is 86.9%. Reaction SMILES: [C:1]([O:4][C:5]1[CH:15]=[CH:14][C:8]([CH:9]=[CH:10][C:11](Cl)=[O:12])=[CH:7][C:6]=1[O:16][CH3:17])(=[O:3])[CH3:2].[CH3:18][C:19]1([CH3:26])[CH2:24][CH2:23][CH:22]([NH2:25])[CH2:21][CH2:20]1>N1C=CC=CC=1>[CH3:18][C:19]1([CH3:26])[CH2:24][CH2:23][CH:22]([NH:25][C:11](=[O:12])[CH:10]=[CH:9][C:8]2[CH:14]=[CH:15][C:5]([O:4][C:1](=[O:3])[CH3:2])=[C:6]([O:16][CH3:17])[CH:7]=2)[CH2:21][CH2:20]1. The product is CC1(CCC(CC1)NC(C=CC1=CC(=C(C=C1)OC(C)=O)OC)=O)C (N-(4,4-dimethylcyclohexyl)-4-acetoxy-3-methoxycinnamamide). Reactants: C(C)(=O)OC1=C(C=C(C=CC(=O)Cl)C=C1)OC (4-acetoxy-3-methoxycinnamoyl chloride), CC1(CCC(CC1)N)C (4,4-dimethyl-1-cyclohexylamine). Procedure details: Using 8.9 g of 4-acetoxy-3-methoxycinnamoyl chloride, 3.81 g of 4,4-dimethyl-1-cyclohexylamine, and 100 ml of pyridine, a reaction similar to that conducted in Example 53 was carried out. As a result, 8.99 g of N-(4,4-dimethylcyclohexyl)-4-acetoxy-3-methoxycinnamamide (a compound of the present invention) was obtained as white crystal, which had the following physiochemical properties: Solvent: N1=CC=CC=C1 (pyridine). Starting materials: CCOC(CCc1ccc2ncccc2c1)OCC, CCOC(C)=O, Cl. Yields the product O=CCCc1ccc2ncccc2c1. As a reaction SMILES: [CH2:1]([O:3][CH:4]([O:2][CH2:17][CH3:18])[CH2:5][CH2:6][c:7]1[cH:8][c:9]2[cH:10][cH:11][cH:12][n:13][c:14]2[cH:15][cH:16]1)[CH3:19].[CH3:21][CH2:22][O:23][C:24](=[O:25])[CH3:26].[ClH:20]>>[O:3]=[CH:4][CH2:5][CH2:6][c:7]1[cH:8][c:9]2[cH:10][cH:11][cH:12][n:13][c:14]2[cH:15][cH:16]1. The reactants are Cc1nc2ccccc2n1-c1nc(N2CCOCC2)c2nc(CBr)n(C)c2n1, CC(C)(O)CC1CCNCC1. Yields the product Cc1nc2ccccc2n1-c1nc(N2CCOCC2)c2nc(CN3CCC(CC(C)(C)O)CC3)n(C)c2n1. RXN SMILES: [Br:1][CH2:2][c:3]1[n:4]([CH3:28])[c:5]2[n:6][c:7](-[n:18]3[c:19]([CH3:27])[n:20][c:21]4[c:22]3[cH:23][cH:24][cH:25][cH:26]4)[n:8][c:9]([N:12]3[CH2:13][CH2:14][O:15][CH2:16][CH2:17]3)[c:10]2[n:11]1.[CH3:29][C:30]([CH2:31][CH:32]1[CH2:33][CH2:34][NH:35][CH2:36][CH2:37]1)([CH3:38])[OH:39]>>[CH2:2]([c:3]1[n:4]([CH3:28])[c:5]2[n:6][c:7](-[n:18]3[c:19]([CH3:27])[n:20][c:21]4[c:22]3[cH:23][cH:24][cH:25][cH:26]4)[n:8][c:9]([N:12]3[CH2:13][CH2:14][O:15][CH2:16][CH2:17]3)[c:10]2[n:11]1)[N:35]1[CH2:34][CH2:33][CH:32]([CH2:31][C:30]([CH3:29])([CH3:38])[OH:39])[CH2:37][CH2:36]1. Yields the product Cc1[nH]c(C=C2C(=O)Nc3cccc(-c4cccc(C(F)(F)F)c4)c32)c(C)c1C(=O)NCCn1ccnn1. As a reaction SMILES: [CH2:40]1[CH2:41][CH2:42][NH:43][CH2:44][CH2:45]1.[CH3:46][CH2:47][OH:48].[F:1][C:2]([c:3]1[cH:4][c:5](-[c:9]2[c:10]3[c:14]([cH:15][cH:16][cH:17]2)[NH:13][C:12](=[O:18])[CH2:11]3)[cH:6][cH:7][cH:8]1)([F:19])[F:20].[n:21]1([CH2:26][CH2:27][NH:28][C:29](=[O:30])[c:31]2[c:32]([CH3:39])[nH:33][c:34]([CH:37]=[O:38])[c:35]2[CH3:36])[n:22][n:23][cH:24][cH:25]1>>[F:1][C:2]([c:3]1[cH:4][c:5](-[c:9]2[c:10]3[c:14]([cH:15][cH:16][cH:17]2)[NH:13][C:12](=[O:18])[C:11]3=[CH:37][c:34]2[nH:33][c:32]([CH3:39])[c:31]([C:29]([NH:28][CH2:27][CH2:26][n:21]3[n:22][n:23][cH:24][cH:25]3)=[O:30])[c:35]2[CH3:36])[cH:6][cH:7][cH:8]1)([F:19])[F:20]. Reactants: C1CCNCC1, CCO, O=C1Cc2c(cccc2-c2cccc(C(F)(F)F)c2)N1, Cc1[nH]c(C=O)c(C)c1C(=O)NCCn1ccnn1. The reactants are O1CCOCC(C1)C1=CC=C(C=2N=C(SC21)N)OC (7-[1,4]dioxepan-6-yl-4-methoxy-benzothiazol-2-ylamine), ClC(=O)OC1=CC=CC=C1 (phenyl chloroformate), [C@@H]12OC[C@@H](NC1)C2 ((1S,4S)-2oxa-5-aza-bicyclo[2.2.1]heptane). The product is O1CCOCC(C1)C1=CC=C(C=2N=C(SC21)NC(=O)N2[C@@H]1CO[C@H](C2)C1)OC ((1S,4S)-2-Oxa-5-aza-bicyclo[2.2.1]heptane-5-carboxylic acid (7-[1,4]dioxepan-6-yl-4-methoxy-benzothiazol-2-yl)-amide). RXN SMILES: [O:1]1[CH2:7][CH:6]([C:8]2[C:16]3[S:15][C:14]([NH2:17])=[N:13][C:12]=3[C:11]([O:18][CH3:19])=[CH:10][CH:9]=2)[CH2:5][O:4][CH2:3][CH2:2]1.Cl[C:21](OC1C=CC=CC=1)=[O:22].[C@H:30]12[CH2:36][C@H:33]([NH:34][CH2:35]1)[CH2:32][O:31]2>>[O:4]1[CH2:5][CH:6]([C:8]2[C:16]3[S:15][C:14]([NH:17][C:21]([N:34]4[CH2:35][C@@H:30]5[CH2:36][C@H:33]4[CH2:32][O:31]5)=[O:22])=[N:13][C:12]=3[C:11]([O:18][CH3:19])=[CH:10][CH:9]=2)[CH2:7][O:1][CH2:2][CH2:3]1. Procedure details: Using 7-[1,4]dioxepan-6-yl-4-methoxy-benzothiazol-2-ylamine, phenyl chloroformate and (1S,4S)-2oxa-5-aza-bicyclo[2.2.1]heptane, the title compound was prepared as off-white solid. MS: m/e=422(M+H+).